Dataset: the Open Reaction Database (ORD), a public repository of structured organic reaction records. Task: describe an organic reaction: reactants, conditions, products, and yield RXN SMILES: N1C(CC2N3C=C(F)C=CC3=NC=2C2C=CC(F)=CC=2)=NC=N1.[Cl:24][C:25]1[CH:30]=[CH:29][C:28]([C:31]2[N:32]=[C:33]3[CH:38]=[CH:37][CH:36]=[CH:35][N:34]3[C:39]=2[CH2:40][C:41]2[N:45](C=C)[N:44]=[CH:43][N:42]=2)=[CH:27][CH:26]=1>>[NH:45]1[C:41]([CH2:40][C:39]2[N:34]3[CH:35]=[CH:36][CH:37]=[CH:38][C:33]3=[N:32][C:31]=2[C:28]2[CH:29]=[CH:30][C:25]([Cl:24])=[CH:26][CH:27]=2)=[N:42][CH:43]=[N:44]1. The reactants are N1N=CN=C1CC1=C(N=C2N1C=C(C=C2)F)C2=CC=C(C=C2)F (3-((1H-1,2,4-triazol-5-yl)methyl)-6-fluoro-2-(4-fluorophenyl)imidazo[1,2-a]pyridine), ClC1=CC=C(C=C1)C=1N=C2N(C=CC=C2)C1CC1=NC=NN1C=C (2-(4-chlorophenyl)-3-((1-vinyl-1H-1,2,4-triazol-5-yl)methyl)imidazo[1,2-a]pyridine). Yields the product N1N=CN=C1CC1=C(N=C2N1C=CC=C2)C2=CC=C(C=C2)Cl (3-((1H-1,2,4-triazol-5-yl)methyl)-2-(4-chlorophenyl)imidazo[1,2-a]pyridine). Procedure details: The title compound was prepared according to the experimentals described for compound 210 from 2-(4-chlorophenyl)-3-((1-vinyl-1H-1,2,4-triazol-5-yl)methyl)imidazo[1,2-a]pyridine. m/e+ 310 for C16H13ClN5 (M+H)+. Reactants: CO, OCCCCCCC#Cc1ccc(Cl)c(Cl)c1, [H][H], O=[Pt]=O. The product is OCCCCCCCCc1ccc(Cl)c(Cl)c1. As a reaction SMILES: [CH3:20][OH:21].[Cl:1][c:2]1[cH:3][c:4]([C:9]#[C:10][CH2:11][CH2:12][CH2:13][CH2:14][CH2:15][CH2:16][OH:17])[cH:5][cH:6][c:7]1[Cl:8].[H:18][H:19].[Pt:22](=[O:23])=[O:24]>>[Cl:1][c:2]1[cH:3][c:4]([CH2:9][CH2:10][CH2:11][CH2:12][CH2:13][CH2:14][CH2:15][CH2:16][OH:17])[cH:5][cH:6][c:7]1[Cl:8].